Dataset: the Open Reaction Database (ORD), a public repository of structured organic reaction records. Task: describe an organic reaction: reactants, conditions, products, and yield RXN SMILES: [Cl:10][CH2:11][Cl:12].[Cl:1][c:2]1[cH:3][c:4]([CH:5]=[CH2:6])[cH:7][cH:8][cH:9]1.[OH2:13].[OH:14][C:15]([C:16]([F:17])([F:18])[F:19])=[O:20]>>[Cl:1][c:2]1[cH:3][c:4]([CH2:5][CH2:6][CH:11]=[O:13])[cH:7][cH:8][cH:9]1. Reactants: ClCCl, C=Cc1cccc(Cl)c1, O, O=C(O)C(F)(F)F. Yields the product O=CCCc1cccc(Cl)c1.